Dataset: the Open Reaction Database (ORD), a public repository of structured organic reaction records. Task: describe an organic reaction: reactants, conditions, products, and yield Reactants: II (iodine), BrC=1C=C(C=CC1)C(=C)C1=CC(=C(C=C1)OC)Cl (4-[1-(3-bromo-phenyl)-vinyl]-2-chloro-1-methoxy-benzene), NC(=O)N (urea), N (ammonia). Reagents/catalysts: [Ag]OC#N (silver cyanate). Solvent: C(C)(=O)OCC (ethyl acetate), C(C)#N (acetonitrile), C(C)(=O)OCC (ethyl acetate), ClCCl (Dichloromethane). Run at time 15 minute. Yields the product BrC=1C=C(C=CC1)C1(N=C(OC1)N)C1=CC(=C(C=C1)OC)Cl ((RS)-4-(3-Bromophenyl)-4-(3-chloro-4-methoxyphenyl)-4,5-dihydro-oxazol-2-ylamine). Yield: 56.0%. Reaction SMILES: II.[Br:3][C:4]1[CH:5]=[C:6]([C:10]([C:12]2[CH:17]=[CH:16][C:15]([O:18][CH3:19])=[C:14]([Cl:20])[CH:13]=2)=[CH2:11])[CH:7]=[CH:8][CH:9]=1.N.[NH2:22][C:23]([NH2:25])=[O:24]>C(OCC)(=O)C.C(#N)C.[Ag]OC#N.ClCCl>[Br:3][C:4]1[CH:5]=[C:6]([C:10]2([C:12]3[CH:17]=[CH:16][C:15]([O:18][CH3:19])=[C:14]([Cl:20])[CH:13]=3)[CH2:11][O:24][C:23]([NH2:25])=[N:22]2)[CH:7]=[CH:8][CH:9]=1. Reported procedure: A solution of iodine (3.76 g, 14.83 mmol) in ethyl acetate (40 mL) was added dropwise over 25 min to a mixture of 4-[1-(3-bromo-phenyl)-vinyl]-2-chloro-1-methoxy-benzene (4.36 g, 13.49 mmol) and silver cyanate (2.42 g, 16.18 mmol) in acetonitrile (38 mL) and ethyl acetate (18 mL), cooled in an ice bath. After complete addition, the reaction suspension was stirred for another 15 min at room temperature when TLC indicated the complete conversion of starting material. The reaction mixture was filte...